Dataset: the Open Reaction Database (ORD), a public repository of structured organic reaction records. Task: describe an organic reaction: reactants, conditions, products, and yield Starting materials: ClC=1C(=NN=NC1OC)OC (chlorodimethoxytriazine), NC=1NC(C2=C(N1)NCC2CCC2=CC=C(C(=O)O)C=C2)=O (4-(2-[2-amino-4,5,6,7-tetrahydro-4-oxo-3H-pyrrolo[2,3-d]pyrimidin-5-yl]ethyl)benzoic acid), CN1CCOCC1 (N-methylmorpholine), CN1CCOCC1 (NMM), ClC=1C(=NN=NC1OC)OC (chlorodimethoxytriazine), CN1CCOCC1 (NMM), Cl.C(C)OC([C@@H](N)CCC(=O)OCC)=O (diethyl-L-glutamate hydrochloride). The solvent is CN(C=O)C (dimethylformamide). Reaction conditions: time 2 hour. Yields the product C(C)OC([C@@H](NC(C1=CC=C(C=C1)CCC1CNC=2N=C(NC(C21)=O)N)=O)CCC(=O)OCC)=O (N-[4-[2-(2-amino-4,5,6,7-tetrahydro-4-oxo 3H-pyrrolo[2,3-d]pyrimidin-5-yl)ethyl]benzoyl]-L-glutamic acid diethyl ester). Isolated yield 52.0%. Reaction SMILES: ClC1C(OC)=NN=NC=1OC.[NH2:12][C:13]1[NH:14][C:15](=[O:33])[C:16]2[CH:21]([CH2:22][CH2:23][C:24]3[CH:32]=[CH:31][C:27]([C:28](O)=[O:29])=[CH:26][CH:25]=3)[CH2:20][NH:19][C:17]=2[N:18]=1.CN1CCOCC1.Cl.[CH2:42]([O:44][C:45](=[O:55])[C@H:46]([CH2:48][CH2:49][C:50]([O:52][CH2:53][CH3:54])=[O:51])[NH2:47])[CH3:43]>CN(C)C=O>[CH2:42]([O:44][C:45](=[O:55])[C@H:46]([CH2:48][CH2:49][C:50]([O:52][CH2:53][CH3:54])=[O:51])[NH:47][C:28](=[O:29])[C:27]1[CH:31]=[CH:32][C:24]([CH2:23][CH2:22][CH:21]2[C:16]3[C:15](=[O:33])[NH:14][C:13]([NH2:12])=[N:18][C:17]=3[NH:19][CH2:20]2)=[CH:25][CH:26]=1)[CH3:43] |f:3.4|. Procedure details: 1.12 Grams (6.36 mmol) of chlorodimethoxytriazine was added to a solution of 1.91 grams (6.36 mmol) of 4-(2-[2-amino-4,5,6,7-tetrahydro-4-oxo-3H-pyrrolo[2,3-d]pyrimidin-5-yl]ethyl)benzoic acid and 0.63 grams (6.3 mmol) of N-methylmorpholine (NMM) in 20 ml of dimethylformamide (DMF) at room temperature. The resulting mixture was stirred at room temperature for 2 hours. Next, an additional 0.3 grams (2.97 mmol) of NMM and 0.22 grams (1.25 mmol) of chlorodimethoxytriazine was added to the solution ... The reactants are C(C)C=1C(=NC=CN1)O (3-Ethyl-2-hydroxypyrazine), P(=O)(Cl)(Cl)Cl (phosphorus oxychloride), ice. Product: ClC1=NC=CN=C1CC (2-chloro-3-ethylpyrazine). Yield: 98.0%. Reaction SMILES: [CH2:1]([C:3]1[C:4](O)=[N:5][CH:6]=[CH:7][N:8]=1)[CH3:2].P(Cl)(Cl)([Cl:12])=O>>[Cl:12][C:4]1[C:3]([CH2:1][CH3:2])=[N:8][CH:7]=[CH:6][N:5]=1. Procedure details: 3-Ethyl-2-hydroxypyrazine (5 g) was heated with phosphorus oxychloride (15 ml) at reflux for 3 hours. The reaction was allowed to cool to ambient temperature and then poured onto 200 g of crushed ice. The mixture was extracted with dichloromethane (3×150 ml) and the combined extracts were dried (MgSO4). Volatile material was removed by evaporation to give a brown oil. The oil was purified by chromatography on silica gel, eluting with dichloromethane, to give 2-chloro-3-ethylpyrazine as a colourl...